Dataset: the Open Reaction Database (ORD), a public repository of structured organic reaction records. Task: describe an organic reaction: reactants, conditions, products, and yield Starting materials: ClC1=CC2=C(N(C(=N2)CCl)CCS(=O)(=O)C)C=C1 (5-chloro-2-(chloromethyl)-1-(2-(methylsulfonyl)ethyl)-1H-benzo[d]imidazole), C(C)(C)S(=O)(=O)C1=NNC2=CC=CC=C12 (3-(isopropylsulfonyl)-1H-indazole), C(C)(C)S(=O)(=O)C1=NNC2=CC=CC=C12 (3-(isopropylsulfonyl)-1H-indazole). Product: ClC1=CC2=C(N(C(=N2)CN2N=C(C3=CC=CC=C23)S(=O)(=O)C(C)C)CCS(=O)(=O)C)C=C1 (1-({5-Chloro-1-[2-(methylsulfonyl)ethyl]-1H-benzimidazol-2-yl}methyl)-3-(propan-2-ylsulfonyl)-1H-indazole). RXN SMILES: [Cl:1][C:2]1[CH:18]=[CH:17][C:5]2[N:6]([CH2:11][CH2:12][S:13]([CH3:16])(=[O:15])=[O:14])[C:7]([CH2:9]Cl)=[N:8][C:4]=2[CH:3]=1.[CH:19]([S:22]([C:25]1[C:33]2[C:28](=[CH:29][CH:30]=[CH:31][CH:32]=2)[NH:27][N:26]=1)(=[O:24])=[O:23])([CH3:21])[CH3:20]>>[Cl:1][C:2]1[CH:18]=[CH:17][C:5]2[N:6]([CH2:11][CH2:12][S:13]([CH3:16])(=[O:15])=[O:14])[C:7]([CH2:9][N:27]3[C:28]4[C:33](=[CH:32][CH:31]=[CH:30][CH:29]=4)[C:25]([S:22]([CH:19]([CH3:21])[CH3:20])(=[O:23])=[O:24])=[N:26]3)=[N:8][C:4]=2[CH:3]=1. Procedure: The title compound was prepared in analogy to Example 1-9 by using 5-chloro-2-(chloromethyl)-1-(2-(methylsulfonyl)ethyl)-1H-benzo[d]imidazole and 3-(isopropylsulfonyl)-1H-indazole instead of 5-chloro-2-(chloromethyl)-1-(3-(methylsulfonyl)propyl)-1H-benzo[d]imidazole and 3-(isopropylsulfonyl)-1H-indazole. The reactants are C(C)NC1=C(C=CC(=C1)OC)C1CC=2C=CC(=CC2CC1)OC(C(C)(C)C)=O (pivalic acid 6-(2-ethylamino-4-methoxyphenyl)-5,6,7,8-tetrahydronaphthalen-2-yl ester), Cl.N1(CCCCC1)CCOC1=CC=C(C2=CC=CC=C12)C(=O)O (4-(2-piperidin-1-ylethoxy)naphthalene-1-carboxylic acid hydrochloride). The product is C(C)N(C1=C(C=CC(=C1)OC)C1CC=2C=CC(=CC2CC1)O)CC1=CC=C(C2=CC=CC=C12)OCCN1CCCCC1 (6-{2-{Ethyl[4-(2-piperidin-1-ylethoxy)naphthalen-1-ylmethyl]amino}-4-methoxyphenyl}-5,6,7,8-tetrahydronaphthalen-2-ol). Isolated yield 87.8%. Reaction SMILES: [CH2:1]([NH:3][C:4]1[CH:9]=[C:8]([O:10][CH3:11])[CH:7]=[CH:6][C:5]=1[CH:12]1[CH2:21][CH2:20][C:19]2[CH:18]=[C:17]([O:22]C(=O)C(C)(C)C)[CH:16]=[CH:15][C:14]=2[CH2:13]1)[CH3:2].Cl.[N:30]1([CH2:36][CH2:37][O:38][C:39]2[C:48]3[C:43](=[CH:44][CH:45]=[CH:46][CH:47]=3)[C:42]([C:49](O)=O)=[CH:41][CH:40]=2)[CH2:35][CH2:34][CH2:33][CH2:32][CH2:31]1>>[CH2:1]([N:3]([CH2:49][C:42]1[C:43]2[C:48](=[CH:47][CH:46]=[CH:45][CH:44]=2)[C:39]([O:38][CH2:37][CH2:36][N:30]2[CH2:35][CH2:34][CH2:33][CH2:32][CH2:31]2)=[CH:40][CH:41]=1)[C:4]1[CH:9]=[C:8]([O:10][CH3:11])[CH:7]=[CH:6][C:5]=1[CH:12]1[CH2:21][CH2:20][C:19]2[CH:18]=[C:17]([OH:22])[CH:16]=[CH:15][C:14]=2[CH2:13]1)[CH3:2] |f:1.2|. Procedure: Synthesized from pivalic acid 6-(2-ethylamino-4-methoxyphenyl)-5,6,7,8-tetrahydronaphthalen-2-yl ester (60 mg) and 4-(2-piperidin-1-ylethoxy)naphthalene-1-carboxylic acid hydrochloride (100 mg) according to an analogous synthetic method to Example 152, the title compound (78 mg) was obtained. The reactants are O, NCC(O)c1cccc(Cl)c1, CC(=O)Cc1ccc(O)cc1, c1ccccc1. Yields the product CC(Cc1ccc(O)cc1)NCC(O)c1cccc(Cl)c1. As a reaction SMILES: [OH2:23].[OH:12][CH:13]([CH2:14][NH2:15])[c:16]1[cH:17][c:18]([Cl:22])[cH:19][cH:20][cH:21]1.[OH:1][c:2]1[cH:3][cH:4][c:5]([CH2:8][C:9]([CH3:10])=[O:11])[cH:6][cH:7]1.[cH:24]1[cH:25][cH:26][cH:27][cH:28][cH:29]1>>[OH:1][c:2]1[cH:3][cH:4][c:5]([CH2:8][CH:9]([CH3:10])[NH:15][CH2:14][CH:13]([OH:12])[c:16]2[cH:17][c:18]([Cl:22])[cH:19][cH:20][cH:21]2)[cH:6][cH:7]1. The reactants are COC1=CC2=C(CC(N(CC2)CCCNC)=O)C=C1OC (N-[3-(7,8-dimethoxy-1,3,4,5-tetrahydro-2H-3-benzazepin-2-on-3-yl)-propyl]-methylamine), C1(=CC=CC=C1)SCCCl (2-phenylthioethylchloride). The product is COC1=CC2=C(CC(N(CC2)CCCN(CCSC2=CC=CC=C2)C)=O)C=C1OC (N-[3-(7,8-Dimethoxy-1,3,4,5-tetrahydro-2H-3-benzazepin-2-on-3-yl)-propyl]-N-(2-phenylthioethyl)-methylamine). RXN SMILES: [CH3:1][O:2][C:3]1[C:19]([O:20][CH3:21])=[CH:18][C:6]2[CH2:7][C:8](=[O:17])[N:9]([CH2:12][CH2:13][CH2:14][NH:15][CH3:16])[CH2:10][CH2:11][C:5]=2[CH:4]=1.[C:22]1([S:28][CH2:29][CH2:30]Cl)[CH:27]=[CH:26][CH:25]=[CH:24][CH:23]=1>>[CH3:1][O:2][C:3]1[C:19]([O:20][CH3:21])=[CH:18][C:6]2[CH2:7][C:8](=[O:17])[N:9]([CH2:12][CH2:13][CH2:14][N:15]([CH3:16])[CH2:30][CH2:29][S:28][C:22]3[CH:27]=[CH:26][CH:25]=[CH:24][CH:23]=3)[CH2:10][CH2:11][C:5]=2[CH:4]=1. Reported procedure: The title compound is prepared from N-[3-(7,8-dimethoxy-1,3,4,5-tetrahydro-2H-3-benzazepin-2-on-3-yl)-propyl]-methylamine and 2-phenylthioethylchloride analogously to Example 3. Reactants: CSC1=NSC(=N1)C1=CC(=CC=C1)F (3-methylthio-5-(3-fluorophenyl)-1,2,4-thiadiazole), ClC=1C=C(C(=O)OO)C=CC1 (3-chloroperoxybenzoic acid), S(=O)([O-])[O-].[Na+].[Na+] (sodium sulfite). Run in C(Cl)(Cl)Cl (chloroform). Reaction conditions: time 7 hour. Product: CS(=O)(=O)C1=NSC(=N1)C1=CC(=CC=C1)F (3-methylsulfonyl-5-(3-fluorophenyl)-1,2,4-thiadiazole). As a reaction SMILES: CS[C:3]1[N:7]=[C:6]([C:8]2[CH:13]=[CH:12][CH:11]=[C:10]([F:14])[CH:9]=2)[S:5][N:4]=1.Cl[C:16]1C=C(C=CC=1)C(OO)=O.[S:26]([O-:29])([O-])=[O:27].[Na+].[Na+]>C(Cl)(Cl)Cl>[CH3:16][S:26]([C:3]1[N:7]=[C:6]([C:8]2[CH:13]=[CH:12][CH:11]=[C:10]([F:14])[CH:9]=2)[S:5][N:4]=1)(=[O:29])=[O:27] |f:2.3.4|. Procedure details: In 8 ml of chloroform, 360 mg of 3-methylthio-5-(3-fluorophenyl)-1,2,4-thiadiazole was dissolved, to the resulting solution was added 982 mg of 3-chloroperoxybenzoic acid (65%<) with ice-cooling, and the mixture was stirred at room temperature for 7 hours. The reaction mixture was poured into an aqueous sodium sulfite solution, and the layers were separated. The organic layer was washed with an aqueous sodium bicarbonate solution, dried over anhydrous sodium sulfate, and concentrated to obtain 5... Reaction SMILES: [NH:1](C(OC(C)(C)C)=O)[C@H:2]([C:13]([N:15]1[CH2:22][CH2:21][CH2:20][C@H:16]1[C:17]([NH2:19])=[O:18])=[O:14])[C@@H:3]([CH3:12])[O:4][CH2:5][C:6]1[CH:11]=[CH:10][CH:9]=[CH:8][CH:7]=1.[C:30]([OH:36])([C:32]([F:35])([F:34])[F:33])=[O:31]>>[NH2:1][C@H:2]([C:13]([N:15]1[CH2:22][CH2:21][CH2:20][C@H:16]1[C:17]([NH2:19])=[O:18])=[O:14])[C@@H:3]([CH3:12])[O:4][CH2:5][C:6]1[CH:11]=[CH:10][CH:9]=[CH:8][CH:7]=1.[F:33][C:32]([C:30]([OH:36])=[O:31])([F:35])[F:34] |f:2.3|. Reactants: N([C@@H]([C@H](OCC1=CC=CC=C1)C)C(=O)N1[C@H](C(=O)N)CCC1)C(=O)OC(C)(C)C (BOC-Thr(Bzl)-Pro-NH2), C(=O)(C(F)(F)F)O (TFA). Procedure: To 2.00 g of BOC-Thr(Bzl)-Pro-NH2, under cooling at -5° C., was added 6 ml of TFA and the mixture was stirred for 30 minutes, followed by concentration under reduced pressure. The residue was treated with diethyl ether and the product precipitated was collected by filtration and dried over sodium hydroxide under vacuo overnight to obtain H-Thr(Bzl)-Pro-NH2.TFA. Product: N[C@@H]([C@H](OCC1=CC=CC=C1)C)C(=O)N1[C@H](C(=O)N)CCC1.FC(F)(F)C(=O)O (H-Thr(Bzl)-Pro-NH2.TFA). Run at time 30 minute.